Dataset: the Open Reaction Database (ORD), a public repository of structured organic reaction records. Task: describe an organic reaction: reactants, conditions, products, and yield Reactants: O=C1NC(C(CC1)=O)C(C1=CC=CC=C1)C1=CC=CC=C1 (2,5-dioxo-6-benzhydrylpiperidine), Cl.NO (hydroxylamine hydrochloride). The solvent is N1=CC=CC=C1 (pyridine). Run at time 15 minute. The product is O=C1NC(C(CC1)=NO)C(C1=CC=CC=C1)C1=CC=CC=C1 (2-oxo-5-oximino-6-benzhydrylpiperidine). The yield is 65.6%. RXN SMILES: [O:1]=[C:2]1[CH2:7][CH2:6][C:5](=O)[CH:4]([CH:9]([C:16]2[CH:21]=[CH:20][CH:19]=[CH:18][CH:17]=2)[C:10]2[CH:15]=[CH:14][CH:13]=[CH:12][CH:11]=2)[NH:3]1.Cl.[NH2:23][OH:24]>N1C=CC=CC=1>[O:1]=[C:2]1[CH2:7][CH2:6][C:5](=[N:23][OH:24])[CH:4]([CH:9]([C:16]2[CH:21]=[CH:20][CH:19]=[CH:18][CH:17]=2)[C:10]2[CH:15]=[CH:14][CH:13]=[CH:12][CH:11]=2)[NH:3]1 |f:1.2|. Procedure details: To a stirred solution of 2,5-dioxo-6-benzhydrylpiperidine (15.35 gm, 55 mmole) in pyridine (150 ml) was added hydroxylamine hydrochloride (10.68 gm, 165 mmole) and the reaction mixture was stirred for 15 min. The reaction mixture was concentrated under vacuum, and the contents were poured into 1N HCl (250 ml). The aqueous phase was extracted with methylene chloride (2×300 ml) and dried (anhyd. magnesium sulfate). The methylene chloride was removed under vacuum to afford 2-oxo-5-oximino-6-benzhyd...